From a dataset of the Open Reaction Database (ORD), a public repository of structured organic reaction records. describe an organic reaction: reactants, conditions, products, and yield The reactants are [N-]=[N+]=[N-].[Na+] (sodium azide), C(=O)(O)[O-].[Na+] (NaHCO3), solution, C(C)OC(C1=CC(C(=O)NC)=CC(=C1)[N+](=O)[O-])=O (N-methyl-5-nitro-isophthalamic acid ethyl ester), S(=O)(=O)(C(F)(F)F)OS(=O)(=O)C(F)(F)F (triflic anhydride). Run in ClC(C)Cl (dichloroethane). Reaction conditions: time 30 minute. Yields the product C(C)OC(C1=CC(=CC(=C1)[N+](=O)[O-])C1=NN=NN1C)=O (3-(1-Methyl-1H-tetrazol-5-yl)-5-nitro-benzoic acid ethyl ester). The yield is 59.1%. RXN SMILES: [CH2:1]([O:3][C:4](=[O:18])[C:5]1[CH:14]=[C:13]([N+:15]([O-:17])=[O:16])[CH:12]=[C:7]([C:8]([NH:10][CH3:11])=O)[CH:6]=1)[CH3:2].S(OS(C(F)(F)F)(=O)=O)(C(F)(F)F)(=O)=O.[N-:34]=[N+:35]=[N-:36].[Na+].C([O-])(O)=O.[Na+]>ClC(Cl)C>[CH2:1]([O:3][C:4](=[O:18])[C:5]1[CH:14]=[C:13]([N+:15]([O-:17])=[O:16])[CH:12]=[C:7]([C:8]2[N:10]([CH3:11])[N:36]=[N:35][N:34]=2)[CH:6]=1)[CH3:2] |f:2.3,4.5|. Procedure: To a 2M solution of N-methyl-5-nitro-isophthalamic acid ethyl ester (10 g) in dichloroethane (200 ml) at −20° C. was added pre-cooled triflic anhydride (10 ml) dropwise. This was stirred for 30 min and then sodium azide (4.6 g) was added. This was allowed to warm to room temperature and stirred overnight. The reaction was neutralised with 5% NaHCO3(aq) solution and the organic and aqueous layers were separated and the organic layer dried and concentrated in vacuum. Flash chromatography (100:0 to...